Dataset: the Open Reaction Database (ORD), a public repository of structured organic reaction records. Task: describe an organic reaction: reactants, conditions, products, and yield Reactants: C(CCC)[Li] (n-Butyllithium), BrC=1C=NC(=NC1)I (5-Bromo-2-iodopyrimidine), O1CC(C1)=O (oxetan-3-one). The solvent is O (water), C1(=CC=CC=C1)C (toluene). Reaction conditions: temperature -78 celsius, time 30 minute. Yields the product BrC=1C=NC(=NC1)C1(COC1)O (3-(5-Bromopyrimidin-2-yl)oxetan-3-ol). Yield: 42.4%. Reaction SMILES: [Br:1][C:2]1[CH:3]=[N:4][C:5](I)=[N:6][CH:7]=1.C([Li])CCC.[O:14]1[CH2:17][C:16](=[O:18])[CH2:15]1>C1(C)C=CC=CC=1.O>[Br:1][C:2]1[CH:3]=[N:4][C:5]([C:16]2([OH:18])[CH2:17][O:14][CH2:15]2)=[N:6][CH:7]=1. Procedure: 5-Bromo-2-iodopyrimidine (2 g, 7.02 mmol) was dissolved in dry toluene (30 mL) and cooled to −78° C. under N2. n-Butyllithium (2.5M solution in hexanes, 2.95 mL) was added dropwise, and the reaction mixture was aged for 30 minutes prior to dropwise addition of oxetan-3-one (0.452 mL, 7.72 mmol). The reaction mixture was stirred at −78° C. for 30 minutes, then allowed to warm to room temperature for 1 h. The reaction mixture was diluted with water (100 mL) and extracted with ethyl acetate (3×100 ... Starting materials: C(C)OC(C1=CN=C(C(=C1)Br)Br)=O (ethyl-5,6-dibromonicotinate), C(C)(=O)OCC (ethyl acetate), C(C)[Mg]Br (Ethyl magnesium bromide), O (Water). Reagents/catalysts: Cl[Ni]1([P](CCC[P](C2=CC=CC=C2)1C3=CC=CC=C3)(C4=CC=CC=C4)C5=CC=CC=C5)Cl ([1,3-bis(diphenylphosphino)propane]dichloronickel). The solvent is C1CCOC1 (THF). Conditions: time 5 minute. Product: BrC=1C(=NC=C(C(=O)OCC)C1)CC (Ethyl 5-bromo-6-ethylnicotinate). The yield is 60.0%. Reaction SMILES: [CH2:1]([O:3][C:4](=[O:13])[C:5]1[CH:10]=[C:9]([Br:11])[C:8](Br)=[N:7][CH:6]=1)[CH3:2].[CH2:14]([Mg]Br)[CH3:15].O.C(OCC)(=O)C>C1COCC1.Cl[Ni]1(Cl)[P](C2C=CC=CC=2)(C2C=CC=CC=2)CCC[P]1(C1C=CC=CC=1)C1C=CC=CC=1>[Br:11][C:9]1[C:8]([CH2:14][CH3:15])=[N:7][CH:6]=[C:5]([CH:10]=1)[C:4]([O:3][CH2:1][CH3:2])=[O:13] |^1:32,48|. Reported procedure: Method-1: To a 0° C. cooled solution of ethyl-5,6-dibromonicotinate (1.0 g, 3.24 mmol, 1.0 eq., prepared by following the procedure described in WO2011024004) in THF (10 mL) was added [1,3-bis(diphenylphosphino)propane]dichloronickel (II) (351 mg, 0.65 mmol, 0.2 eq) and the solution was stirred for 5 min. Ethyl magnesium bromide (1M in THF, 3.88 mL, 3.88 mmol, 1.2 eq) was then added drop-wise to the above mixture at 0° C. The resulting mixture was continued to stir at the same temperature for 3 ...